This data is from the Open Reaction Database (ORD), a public repository of structured organic reaction records. The task is: describe an organic reaction: reactants, conditions, products, and yield Procedure details: 1-Isopropylsulfonyl-2-amino-6-(α-chloromethylenebenzyl)benzimidazole is reacted with sodium hydroxide in acetone and water by the method of Example 43 to give 2-amino-6-(α-chloromethylenebenzyl)benzimidazole. The latter compound is reacted with phenylsulfonyl chloride and sodium hydroxide in dichloromethane to give 1-phenylsulfonyl-2-amino-6-(α-chloromethylenebenzyl)benzimidazole. RXN SMILES: C(S([N:7]1[C:11]2[CH:12]=[C:13]([C:16](=[CH:23][Cl:24])[C:17]3[CH:22]=[CH:21][CH:20]=[CH:19][CH:18]=3)[CH:14]=[CH:15][C:10]=2[N:9]=[C:8]1[NH2:25])(=O)=O)(C)C.[OH-].[Na+]>CC(C)=O.O>[NH2:25][C:8]1[NH:9][C:10]2[CH:15]=[CH:14][C:13]([C:16](=[CH:23][Cl:24])[C:17]3[CH:22]=[CH:21][CH:20]=[CH:19][CH:18]=3)=[CH:12][C:11]=2[N:7]=1 |f:1.2|. The reactants are C(C)(C)S(=O)(=O)N1C(=NC2=C1C=C(C=C2)C(C2=CC=CC=C2)=CCl)N (1-Isopropylsulfonyl-2-amino-6-(α-chloromethylenebenzyl)benzimidazole), [OH-].[Na+] (sodium hydroxide). The solvent is CC(=O)C (acetone), O (water). The product is NC=1NC2=C(N1)C=C(C=C2)C(C2=CC=CC=C2)=CCl (2-amino-6-(α-chloromethylenebenzyl)benzimidazole). Starting materials: P(=O)([O-])([O-])[O-] (phosphate), C(C(C)C)(=O)OCOC(=O)C1=C([C@@H]([C@H]2N1C([C@@H]2[C@@H](C)O[Si](C)(C)C(C)(C)C)=O)C)S[C@@H]2CC(NC2)=S ((1R,5S,6S)-2-[(4R)-pyrrolidine-2-thion-4-ylthio]-6-[(1R)-1-t-butyldimethylsilyloxyethyl]-1-methylcarbapen-2-em-3-carboxylic acid isobutyryloxymethyl ester), CN(C=O)C (dimethylformamide), F.[NH4+] (ammonium hydrogenfluoride). Solvent: CN1C(CCC1)=O (N-methylpyrrolidone). Run at temperature 20 celsius, time 3 day. The product is C(C(C)C)(=O)OCOC(=O)C1=C([C@@H]([C@H]2N1C([C@@H]2[C@@H](C)O)=O)C)S[C@@H]2CC(NC2)=S ((1R,5S,6S)-2-[(4R)-pyrrolidine-2-thion-4-ylthio]-6-[(1R)-1-hydroxyethyl]-1-methylcarbapen-2-em-3-carboxylic acid isobutyryloxymethyl ester). Yield: 91.0%. As a reaction SMILES: [C:1]([O:6][CH2:7][O:8][C:9]([C:11]1[N:15]2[C:16](=[O:28])[C@H:17]([C@H:18]([O:20][Si](C(C)(C)C)(C)C)[CH3:19])[C@H:14]2[C@@H:13]([CH3:29])[C:12]=1[S:30][C@H:31]1[CH2:35][NH:34][C:33](=[S:36])[CH2:32]1)=[O:10])(=[O:5])[CH:2]([CH3:4])[CH3:3].CN(C)C=O.F.[NH4+].P([O-])([O-])([O-])=O>CN1CCCC1=O>[C:1]([O:6][CH2:7][O:8][C:9]([C:11]1[N:15]2[C:16](=[O:28])[C@H:17]([C@H:18]([OH:20])[CH3:19])[C@H:14]2[C@@H:13]([CH3:29])[C:12]=1[S:30][C@H:31]1[CH2:35][NH:34][C:33](=[S:36])[CH2:32]1)=[O:10])(=[O:5])[CH:2]([CH3:3])[CH3:4] |f:2.3|. Procedure details: A mixture of (1R,5S,6S)-2-[(4R)-pyrrolidine-2-thion-4-ylthio]-6-[(1R)-1-t-butyldimethylsilyloxyethyl]-1-methylcarbapen-2-em-3-carboxylic acid isobutyryloxymethyl ester (3 g), dimethylformamide (20 ml), N-methylpyrrolidone (7 ml) and ammonium hydrogenfluoride (1.21 g) is stirred at 20° C. for three days. The reaction mixture is poured into a phosphate buffer (pH 7.0), and the mixture is extracted with ethyl acetate. The aqueous layer is extracted with ethyl acetate, and the organic layers are com...